From a dataset of the Open Reaction Database (ORD), a public repository of structured organic reaction records. describe an organic reaction: reactants, conditions, products, and yield Reactants: C(C)(=O)OCCN1C2=C(C(=C1C1=C(C=C(C=C1)O)O)C1CCCCC1)SC(=C2)C(=O)OC (methyl 4-(2-acetoxyethyl)-6-cyclohexyl-5-(2,4-dihydroxyphenyl)-4H-thieno[3,2-b]pyrrole-2-carboxylate), C([O-])([O-])=O.[K+].[K+] (potassium carbonate). Solvent: CO (methanol). Run at time 25 minute. Yields the product C1(CCCCC1)C=1C2=C(N(C1C1=C(C=C(C=C1)O)O)CCO)C=C(S2)C(=O)OC (methyl 6-cyclohexyl-5-(2,4-dihydroxyphenyl)-4-(2-hydroxyethyl)-4H-thieno[3,2-b]pyrrole-2-carboxylate), crude product. RXN SMILES: C([O:4][CH2:5][CH2:6][N:7]1[C:11]([C:12]2[CH:17]=[CH:16][C:15]([OH:18])=[CH:14][C:13]=2[OH:19])=[C:10]([CH:20]2[CH2:25][CH2:24][CH2:23][CH2:22][CH2:21]2)[C:9]2[S:26][C:27]([C:29]([O:31][CH3:32])=[O:30])=[CH:28][C:8]1=2)(=O)C.C(=O)([O-])[O-].[K+].[K+]>CO>[CH:20]1([C:10]2[C:9]3[S:26][C:27]([C:29]([O:31][CH3:32])=[O:30])=[CH:28][C:8]=3[N:7]([CH2:6][CH2:5][OH:4])[C:11]=2[C:12]2[CH:17]=[CH:16][C:15]([OH:18])=[CH:14][C:13]=2[OH:19])[CH2:25][CH2:24][CH2:23][CH2:22][CH2:21]1 |f:1.2.3|. Reported procedure: To a solution of methyl 4-(2-acetoxyethyl)-6-cyclohexyl-5-(2,4-dihydroxyphenyl)-4H-thieno[3,2-b]pyrrole-2-carboxylate (505 mg, 1.11 mmol) in methanol (5 ml) was added potassium carbonate (476 mg, 3.44 mmol) and the mixture was stirred at room temperature for 25 min. The reaction mixture was concentration under reduced pressure, and ethyl acetate (5 ml) was added to the residue. The organic layer was washed successively with 1N hydrochloric acid (4 ml) and saturated brine (5 ml×2), and dried over... Reactants: CN(C=O)C (dimethylformamide), C(C)(C)O (isopropanol), CC1(OC(C2=CC=CC=C2C1N1C=NC=C1C(=O)O)=O)C (3-(3,3-dimethyl-1-oxo-isochroman-4-yl)-3H-imidazole-4-carboxylic acid), C(C(=O)Cl)(=O)Cl (Oxalyl chloride). The solvent is ClCCl (dichloromethane), ClCCl (dichloromethane). Reaction conditions: temperature 0 celsius, time 2 hour. The product is C(C)(C)OC(=O)C=1N(C=NC1)C1C(OC(C2=CC=CC=C12)=O)(C)C (3-(3,3-dimethyl-1-oxo-isochroman-4-yl)-3H-imidazole-4-carboxylic acid isopropyl ester). As a reaction SMILES: [CH3:1][C:2]1([CH3:21])[CH:11]([N:12]2[C:16]([C:17]([OH:19])=[O:18])=[CH:15][N:14]=[CH:13]2)[C:10]2[C:5](=[CH:6][CH:7]=[CH:8][CH:9]=2)[C:4](=[O:20])[O:3]1.CN(C)C=O.C(Cl)(=O)C(Cl)=O.[CH:33](O)([CH3:35])[CH3:34]>ClCCl>[CH:33]([O:18][C:17]([C:16]1[N:12]([CH:11]2[C:10]3[C:5](=[CH:6][CH:7]=[CH:8][CH:9]=3)[C:4](=[O:20])[O:3][C:2]2([CH3:21])[CH3:1])[CH:13]=[N:14][CH:15]=1)=[O:19])([CH3:35])[CH3:34]. Procedure: 3-(3,3-Dimethyl-1-oxo-isochroman-4-yl)-3H-imidazole-4-carboxylic acid (0.075 g, 0.262 mmol) (Example 23) is dissolved in dichloromethane (2 mL). Catalytic amount of dimethylformamide (0.002 mL, 0.0262 mmol) is added to the reaction mixture and cooled to 0° C. Oxalyl chloride (0.016 mL, 0.655 mmol) is added and the cooling bath is removed. The mixture is stirred at room temperature for 2 h and concentrated in vacuo. The residue obtained is redissolved in dichloromethane, and isopropanol (10 mL) i...